From a dataset of the Open Reaction Database (ORD), a public repository of structured organic reaction records. describe an organic reaction: reactants, conditions, products, and yield Starting materials: CN(C(OCC)=O)[C@H]1C[C@H](C2=C(CC1)C=CC=C2)OC2=CC=C(C=C2)C(F)(F)F (cis ethyl N-methyl-N-[6,7,8,9-tetrahydro-5-(4-trifluoromethylphenoxy)-5H-benzocyclohepten-7-yl]-carbamate), [OH-].[K+] (potassium hydroxide). Run in C(CCC)O (n-butanol). Yields the product CN[C@H]1C[C@H](C2=C(CC1)C=CC=C2)OC2=CC=C(C=C2)C(F)(F)F (cis N-methyl-5-[4-trifluoromethylphenoxy]-6,7,8,9-tetrahydro-5H-benzocyclohepten-7-amine). Yield: 94.1%. Reaction SMILES: [CH3:1][N:2]([C@@H:8]1[CH2:14][CH2:13][C:12]2[CH:15]=[CH:16][CH:17]=[CH:18][C:11]=2[C@H:10]([O:19][C:20]2[CH:25]=[CH:24][C:23]([C:26]([F:29])([F:28])[F:27])=[CH:22][CH:21]=2)[CH2:9]1)C(=O)OCC.[OH-].[K+]>C(O)CCC>[CH3:1][NH:2][C@@H:8]1[CH2:14][CH2:13][C:12]2[CH:15]=[CH:16][CH:17]=[CH:18][C:11]=2[C@H:10]([O:19][C:20]2[CH:21]=[CH:22][C:23]([C:26]([F:27])([F:28])[F:29])=[CH:24][CH:25]=2)[CH2:9]1 |f:1.2|. Procedure: A solution of 7.1 g of the product of Step A in 70 ml of n-butanol was mixed with stirring under nitrogen with 7 g of potassium hydroxide pastilles and the mixture was then refluxed for 17 hours. The mixture was evaporated to dryness and the residue was taken up in methylene chloride. The solution was washed with water and dried and evaporated to dryness to obtain 5.5 g of cis N-methyl-5-[4-trifluoromethylphenoxy]-6,7,8,9-tetrahydro-5H-benzocyclohepten-7-amine in the form of an orange oil. The l...